This data is from the Open Reaction Database (ORD), a public repository of structured organic reaction records. The task is: describe an organic reaction: reactants, conditions, products, and yield The reactants are COc1ccc(P2(=S)SP(=S)(c3ccc(OC)cc3)S2)cc1, CC(C)(C)OC(=O)Nc1cc(CCC(N)=O)ccn1, C1CCOC1. Yields the product CC(C)(C)OC(=O)Nc1cc(CCC(N)=S)ccn1. As a reaction SMILES: [CH3:20][O:21][c:22]1[cH:23][cH:24][c:25]([P:26]2(=[S:29])[S:27][P:28]([c:30]3[cH:31][cH:32][c:33]([O:34][CH3:35])[cH:36][cH:37]3)(=[S:38])[S:39]2)[cH:40][cH:41]1.[NH2:1][C:2]([CH2:3][CH2:4][c:5]1[cH:6][c:7]([NH:11][C:12]([O:13][C:14]([CH3:15])([CH3:16])[CH3:17])=[O:18])[n:8][cH:9][cH:10]1)=[O:19].[O:42]1[CH2:43][CH2:44][CH2:45][CH2:46]1>>[NH2:1][C:2]([CH2:3][CH2:4][c:5]1[cH:6][c:7]([NH:11][C:12]([O:13][C:14]([CH3:15])([CH3:16])[CH3:17])=[O:18])[n:8][cH:9][cH:10]1)=[S:29].